From a dataset of the Open Reaction Database (ORD), a public repository of structured organic reaction records. describe an organic reaction: reactants, conditions, products, and yield Reactants: C1(=CC=CC=C1)C(C1=CC=CC=C1)(C1=CC=CC=C1)Cl (triphenylmethyl chloride), N[C@@H]1C(N[C@H]1OCCCC(=O)OC)=O ((3S,4S)-3-Amino-4-[3-(methoxycarbonyl)propoxy]azetidin-2-one), C(C)(C)N(CC)C(C)C (diisopropylethylamine). Solvent: O (water), ClCCl (dichloromethane). Run at time 5 hour. Product: COC(=O)CCCO[C@H]1[C@@H](C(N1)=O)NC(C1=CC=CC=C1)(C1=CC=CC=C1)C1=CC=CC=C1 ((3S,4S)-4-[3-(Methoxycarbonyl)propoxy]-3-(triphenylmethylamino)azetidin-2-one). Yield: 10.6%. RXN SMILES: [NH2:1][C@H:2]1[C@H:5]([O:6][CH2:7][CH2:8][CH2:9][C:10]([O:12][CH3:13])=[O:11])[NH:4][C:3]1=[O:14].[C:15]1([C:21](Cl)([C:28]2[CH:33]=[CH:32][CH:31]=[CH:30][CH:29]=2)[C:22]2[CH:27]=[CH:26][CH:25]=[CH:24][CH:23]=2)[CH:20]=[CH:19][CH:18]=[CH:17][CH:16]=1.C(N(C(C)C)CC)(C)C>ClCCl.O>[CH3:13][O:12][C:10]([CH2:9][CH2:8][CH2:7][O:6][C@@H:5]1[NH:4][C:3](=[O:14])[C@H:2]1[NH:1][C:21]([C:15]1[CH:20]=[CH:19][CH:18]=[CH:17][CH:16]=1)([C:28]1[CH:29]=[CH:30][CH:31]=[CH:32][CH:33]=1)[C:22]1[CH:23]=[CH:24][CH:25]=[CH:26][CH:27]=1)=[O:11]. Procedure details: (3S,4S)-3-Amino-4-[3-(methoxycarbonyl)propoxy]azetidin-2-one (30 mg, 0.148 mmol) was dissolved in dry dichloromethane (2 mL) and treated with triphenylmethyl chloride (41 mg, 0.148 mmol) followed by diisopropylethylamine (19 mg, 0.148 mmol). The solution was stirred at RT under argon for 5 h, diluted with water and extracted with dichloromethane. The organic phases were combined, washed with water and brine, dried (magnesium sulfate), filtered, and concentrated. The residue was purified by prepa... The reactants are C(C)(C)(CC(C)(C)C)C1=CC=C(C=C1)O (p-tert-octylphenol), [OH-].[Na+] (NaOH), C1(=CC(=CC(=C1)C)C)O (3,5-xylenol). Run in C1(=CC=CC=C1)C (toluene), O (water), C1(=CC=CC=C1)C (toluene). Yields the product C1(C(C=CC=C1)C)(C)O.C(C)(C)(CC(C)(C)C)C1=CC=C(C=C1)O.C=O (xylenol p-tert-octylphenol formaldehyde). RXN SMILES: [C:1]([C:9]1[CH:14]=[CH:13][C:12]([OH:15])=[CH:11][CH:10]=1)([CH2:4][C:5]([CH3:8])([CH3:7])[CH3:6])([CH3:3])[CH3:2].[OH-:16].[Na+].[C:18]1([OH:26])C=C(C)C=C(C)C=1>C1(C)C=CC=CC=1.O>[C:9]1([OH:16])([CH3:1])[CH:10]=[CH:11][CH:12]=[CH:13][CH:14]1[CH3:18].[C:1]([C:9]1[CH:10]=[CH:11][C:12]([OH:15])=[CH:13][CH:14]=1)([CH2:4][C:5]([CH3:8])([CH3:7])[CH3:6])([CH3:2])[CH3:3].[CH2:18]=[O:26] |f:1.2,6.7.8|. Procedure details: Into a four-necked flask provided with a reflux condenser and a thermometer are charged p-tert-octylphenol (133.9 g, 0.65 mol), toluene (206 g), 88% paraform (23.6 g, 0.7 mol) and a 10 N-NaOH aqueous solution (8 ml). The mixture is reacted at 70° C. for 3 hours, and thereto is added 3,5-xylenol (42.7 g, 0.35 mol). The mixture is further reacted for 3 hours. After the reaction, water and toluene are simultaneously distilled off at 150° C. under reduced pressure (reduced degree: 30 mmHg or less) t... Starting materials: C(C)(C)(C)OC(=O)N(N)C1=CC=C(C=C1)OC1=CC=C(C=C1)OC1CN2CCC1CC2 (N-{4-[4-(1-aza-bicyclo[2.2.2]oct-3-yloxy)-phenoxy]-phenyl}-hydrazinecarboxylic acid tert-butyl ester), C1(=CC=CC=C1)C(CC)=O (1-phenyl-propan-1-one), Cl (HCl), CCO (EtOH). Product: CC=1NC2=CC=C(C=C2C1C1=CC=CC=C1)OC1=CC=C(OC2CN3CCC2CC3)C=C1 (3-[4-(2-methyl-3-phenyl-1H-indol-5-yloxy)-phenoxy]-1-aza-bicyclo[2.2.2]octane). Reaction SMILES: C(O[C:6]([N:8]([C:10]1[CH:15]=[CH:14][C:13]([O:16][C:17]2[CH:22]=[CH:21][C:20]([O:23][CH:24]3[CH:29]4[CH2:30][CH2:31][N:26]([CH2:27][CH2:28]4)[CH2:25]3)=[CH:19][CH:18]=2)=[CH:12][CH:11]=1)N)=O)(C)(C)C.[C:32]1([C:38](=O)CC)[CH:37]=[CH:36][CH:35]=[CH:34][CH:33]=1.Cl.[CH3:43]CO>>[CH3:43][C:6]1[NH:8][C:10]2[C:11]([C:38]=1[C:32]1[CH:37]=[CH:36][CH:35]=[CH:34][CH:33]=1)=[CH:12][C:13]([O:16][C:17]1[CH:22]=[CH:21][C:20]([O:23][CH:24]3[CH:29]4[CH2:28][CH2:27][N:26]([CH2:31][CH2:30]4)[CH2:25]3)=[CH:19][CH:18]=1)=[CH:14][CH:15]=2. Reported procedure: The product of Example 39A (105 mg, 0.25 mmol) was treated with 1-phenyl-propan-1-one (Aldrich, 67 mg, 0.5 mmol) and HCl (Aldrich, 4 M in dioxane, 0.5 mL, 2 mmol) in EtOH (3.0 mL) at 80° C. for 10 h. The mixture was concentrated and the title compound was was purified by preparative HPLC (Xterra™, column, Xterra RP-18 5 μm, 30×100 mm. Eluting Solvent, MeCN/H2O (NH4HCO3, 0.1 M, pH=10) (v. 40/60 to 70/30 over 20 min.) Flow rate, 75 mL/min., uv, 250 nm) as solid (60 mg, yield, 57%). 1H NMR (300 MHz... Starting materials: C(C)N1C(C(=CC2=C1N=C(N=C2C)S(=O)(=O)C)C2=CC=CC=C2)=O (8-Ethyl-4-methyl-2-(methylsulfonyl)-6-phenylpyrido[2,3-d]pyrimidin-7(8H)-one), C(C)N1CCN(CC1)C1=CC=C(N)C=C1 (4-(4-ethylpiperazin-1-yl)aniline). The solvent is CS(=O)C (dimethyl sulfoxide). Run at temperature 100 celsius, time 8 hour. Yields the product C(C)N1C(C(=CC2=C1N=C(N=C2C)NC2=CC=C(C=C2)N2CCN(CC2)CC)C2=CC=CC=C2)=O (8-Ethyl-2-{[4-(4-ethylpiperazin-1-yl)phenyl]amino}-4-methyl-6-phenylpyrido[2,3-d]pyrimidin-7(8H)-one). The yield is 56.0%. RXN SMILES: [CH2:1]([N:3]1[C:8]2[N:9]=[C:10](S(C)(=O)=O)[N:11]=[C:12]([CH3:13])[C:7]=2[CH:6]=[C:5]([C:18]2[CH:23]=[CH:22][CH:21]=[CH:20][CH:19]=2)[C:4]1=[O:24])[CH3:2].[CH2:25]([N:27]1[CH2:32][CH2:31][N:30]([C:33]2[CH:39]=[CH:38][C:36]([NH2:37])=[CH:35][CH:34]=2)[CH2:29][CH2:28]1)[CH3:26]>CS(C)=O>[CH2:1]([N:3]1[C:8]2[N:9]=[C:10]([NH:37][C:36]3[CH:35]=[CH:34][C:33]([N:30]4[CH2:29][CH2:28][N:27]([CH2:25][CH3:26])[CH2:32][CH2:31]4)=[CH:39][CH:38]=3)[N:11]=[C:12]([CH3:13])[C:7]=2[CH:6]=[C:5]([C:18]2[CH:23]=[CH:22][CH:21]=[CH:20][CH:19]=2)[C:4]1=[O:24])[CH3:2]. Procedure: 8-Ethyl-4-methyl-2-(methylsulfonyl)-6-phenylpyrido[2,3-d]pyrimidin-7(8H)-one (275 mg, 0.80 mmol) and 4-(4-ethylpiperazin-1-yl)aniline (197 mg, 1.2 equiv.) were added to dimethyl sulfoxide (5 mL) and the resulting mixture was heated to 100° C. and stirred overnight. After cooling to room temperature, the reaction was partitioned between aqueous and organic layers with ethyl acetate and H2O, organic layer was dried with anhydrous magnesium sulfate, filtered and evaporated, and directly applied to ... Starting materials: C(C)(C)(C)OC(CN(CC1=CC(=CC=C1)C(F)(F)F)S(=O)(=O)C1=CC=C(C=C1)C1=CC=C(C=C1)C1=C(OC2=C1C=CC=C2)CC2=CC=CC=C2)=O (Tert-Butyl-{[4′-(2-benzylbenzofuran-3-yl)biphenyl-4-sulfonyl]-(3-trifluoromethyl-benzyl)amino}acetate), C(=O)(C(F)(F)F)O (TFA). Run in C(Cl)Cl (methylene chloride). Reaction conditions: time 16 hour. The product is C(C1=CC=CC=C1)C=1OC2=C(C1C1=CC=C(C=C1)C1=CC=C(C=C1)S(=O)(=O)N(CC1=CC(=CC=C1)C(F)(F)F)CC(=O)O)C=CC=C2 ([[4′-(2-Benzyl-benzofuran-3-yl)biphenyl-4-sulfonyl]-(3-trifluoromethylbenzyl)-amino]acetic acid), solid. RXN SMILES: C([O:5][C:6](=[O:51])[CH2:7][N:8]([S:20]([C:23]1[CH:28]=[CH:27][C:26]([C:29]2[CH:34]=[CH:33][C:32]([C:35]3[C:39]4[CH:40]=[CH:41][CH:42]=[CH:43][C:38]=4[O:37][C:36]=3[CH2:44][C:45]3[CH:50]=[CH:49][CH:48]=[CH:47][CH:46]=3)=[CH:31][CH:30]=2)=[CH:25][CH:24]=1)(=[O:22])=[O:21])[CH2:9][C:10]1[CH:15]=[CH:14][CH:13]=[C:12]([C:16]([F:19])([F:18])[F:17])[CH:11]=1)(C)(C)C.C(O)(C(F)(F)F)=O>C(Cl)Cl>[CH2:44]([C:36]1[O:37][C:38]2[CH:43]=[CH:42][CH:41]=[CH:40][C:39]=2[C:35]=1[C:32]1[CH:33]=[CH:34][C:29]([C:26]2[CH:27]=[CH:28][C:23]([S:20]([N:8]([CH2:7][C:6]([OH:51])=[O:5])[CH2:9][C:10]3[CH:15]=[CH:14][CH:13]=[C:12]([C:16]([F:17])([F:18])[F:19])[CH:11]=3)(=[O:22])=[O:21])=[CH:24][CH:25]=2)=[CH:30][CH:31]=1)[C:45]1[CH:46]=[CH:47][CH:48]=[CH:49][CH:50]=1. Procedure details: Tert-Butyl-{[4′-(2-benzylbenzofuran-3-yl)biphenyl-4-sulfonyl]-(3-trifluoromethyl-benzyl)amino}acetate (90 mg) was dissolved in methylene chloride (4 mL). TFA (1 mL) was added and the reaction mixture was stirred at room temperature for 16 h, and then concentrated in vacuo. Purification by flash column chromatography (5% methanol in methylene chloride) afforded the title compound as an off white solid (45 mg).